Task: describe an organic reaction: reactants, conditions, products, and yield. Dataset: the Open Reaction Database (ORD), a public repository of structured organic reaction records Starting materials: CCN(Cc1cc(Br)ccc1OCC1CCCC1)c1ccc(C(=O)OC)cn1, C1CCOC1, CO, [Na+], [OH-]. The product is CCN(Cc1cc(Br)ccc1OCC1CCCC1)c1ccc(C(=O)O)cn1. Reaction SMILES: [Br:1][c:2]1[cH:3][cH:4][c:5]([O:22][CH2:23][CH:24]2[CH2:25][CH2:26][CH2:27][CH2:28]2)[c:6]([CH2:7][N:8]([CH2:9][CH3:10])[c:11]2[n:12][cH:13][c:14]([C:17](=[O:18])[O:19][CH3:20])[cH:15][cH:16]2)[cH:21]1.[CH2:31]1[O:32][CH2:33][CH2:34][CH2:35]1.[CH3:36][OH:37].[Na+:30].[OH-:29]>>[Br:1][c:2]1[cH:3][cH:4][c:5]([O:22][CH2:23][CH:24]2[CH2:25][CH2:26][CH2:27][CH2:28]2)[c:6]([CH2:7][N:8]([CH2:9][CH3:10])[c:11]2[n:12][cH:13][c:14]([C:17](=[O:18])[OH:19])[cH:15][cH:16]2)[cH:21]1. Yield: 76.4%. Solvent: C(C)#N (acetonitrile). The product is BrC=1C=C(C(=C(C=O)C1)O)C(F)(F)F (5-bromo-2-hydroxy-3-trifluoromethylbenzaldehyde). Reaction conditions: temperature 0 celsius, time 1 hour. Reported procedure: 2-hydroxy-3-trifluoromethylbenzaldehyde (59.16 g) was dissolved in acetonitrile (500 mL), and N-bromosuccinimide (57.56 g) was added to the solution, and then the mixture was stirred at 0° C. for 1 hour. The solvent was distilled off under reduced pressure and water was added, and then the mixture was extracted with ethyl acetate. The organic layer was washed with saturated brine, and then dried over anhydrous sodium sulfate. The solvent was distilled off under reduced pressure and the obtained ... RXN SMILES: [OH:1][C:2]1[C:9]([C:10]([F:13])([F:12])[F:11])=[CH:8][CH:7]=[CH:6][C:3]=1[CH:4]=[O:5].[Br:14]N1C(=O)CCC1=O>C(#N)C>[Br:14][C:7]1[CH:8]=[C:9]([C:10]([F:11])([F:12])[F:13])[C:2]([OH:1])=[C:3]([CH:6]=1)[CH:4]=[O:5]. The reactants are OC1=C(C=O)C=CC=C1C(F)(F)F (2-hydroxy-3-trifluoromethylbenzaldehyde), BrN1C(CCC1=O)=O (N-bromosuccinimide). Starting materials: C1(=CC=CC=C1)NC1=CC2=CC=CC=C2C=C1 (phenyl-β-naphthylamine), IC=1C=C(C=CC1)OC (m-iodoanisol), C([O-])([O-])=O.[K+].[K+] (potassium carbonate). The reagents and catalysts are [Cu] (copper). Solvent: [N+](=O)([O-])C1=CC=CC=C1 (nitrobenzene). Yields the product C1(=CC=CC=C1)N(C1=CC(=CC=C1)OC)C1=CC2=CC=CC=C2C=C1 (phenyl-β-naphthyl-3-methoxyphenylamine). Yield: 67.3%. Reaction SMILES: [C:1]1([NH:7][C:8]2[CH:17]=[CH:16][C:15]3[C:10](=[CH:11][CH:12]=[CH:13][CH:14]=3)[CH:9]=2)[CH:6]=[CH:5][CH:4]=[CH:3][CH:2]=1.I[C:19]1[CH:20]=[C:21]([O:25][CH3:26])[CH:22]=[CH:23][CH:24]=1.C(=O)([O-])[O-].[K+].[K+]>[Cu].[N+](C1C=CC=CC=1)([O-])=O>[C:1]1([N:7]([C:8]2[CH:17]=[CH:16][C:15]3[C:10](=[CH:11][CH:12]=[CH:13][CH:14]=3)[CH:9]=2)[C:19]2[CH:24]=[CH:23][CH:22]=[C:21]([O:25][CH3:26])[CH:20]=2)[CH:6]=[CH:5][CH:4]=[CH:3][CH:2]=1 |f:2.3.4|. Reported procedure: A mixture of 43.8 g (0.2 mol) of phenyl-β-naphthylamine, 46.8 g (0.2 mol) of m-iodoanisol, 27.6 g (0.2 mol) of anhydrous potassium carbonate, 2 g of copper powder and 300 ml of nitrobenzene was heated under reflux for 15 hours. The inorganic substances were filtered off and the nitrobenzene was distilled off. The residue obtained was then processed by column chromatography to obtain 43.8 g of phenyl-β-naphthyl-3-methoxyphenylamine.